Dataset: the Open Reaction Database (ORD), a public repository of structured organic reaction records. Task: describe an organic reaction: reactants, conditions, products, and yield Starting materials: S(C)C (SMe2), CuBr, B(F)(F)F.CCOCC (BF3.Et2O), [NH4+].[OH-] (NH4OH), C(C)C1N(C=CC(C1)=O)C(=O)OCC1=CC=CC=C1 (benzyl 2-ethyl-4-oxo-3,4-dihydropyridine-1(2H)-carboxylate), ClC1=CC=C(C=C1)[Mg]Br (4-Chlorophenylmagnesium bromide), [NH4+].[Cl-] (NH4Cl). Solvent: C1CCOC1 (THF), C1CCOC1 (THF). The yield is 33.3%. Reported procedure: CuBr.SMe2 (5.6 g, 27.2 mmol) was added to dry THF (64 mL). It was cooled to −78° C. 4-Chlorophenylmagnesium bromide (27.2 mL, 1 M in THF, 27.2 mmol) was added to the mixture slowly over 1 hr at −78° C. Then BF3.Et2O (3.44 mL, 27.2 mmol) was added and the mixture was stirred for 5 min. Then ketone 82 (4 g, 8.1 mmol) in THF (55 mL) was added slowly over 1 hr at −78° C. After 2 hr stirring at −78° C., an aqueous solution of NH4Cl/conc. NH4OH (1:1, 20%, 60 mL) was added. The mixture was warmed to rt... Product: ClC1=CC=C(C=C1)C1N(C(CC(C1)=O)CC)C(=O)OCC1=CC=CC=C1 (benzyl 2-(4-chlorophenyl)-6-ethyl-4-oxopiperidine-1-carboxylate). Conditions: temperature -78 celsius, time 5 minute. RXN SMILES: S(C)C.[Cl:4][C:5]1[CH:10]=[CH:9][C:8]([Mg]Br)=[CH:7][CH:6]=1.B(F)(F)F.CCOCC.[CH2:22]([CH:24]1[CH2:29][C:28](=[O:30])[CH:27]=[CH:26][N:25]1[C:31]([O:33][CH2:34][C:35]1[CH:40]=[CH:39][CH:38]=[CH:37][CH:36]=1)=[O:32])[CH3:23].[NH4+].[Cl-].[NH4+].[OH-]>C1COCC1>[Cl:4][C:5]1[CH:10]=[CH:9][C:8]([CH:26]2[CH2:27][C:28](=[O:30])[CH2:29][CH:24]([CH2:22][CH3:23])[N:25]2[C:31]([O:33][CH2:34][C:35]2[CH:36]=[CH:37][CH:38]=[CH:39][CH:40]=2)=[O:32])=[CH:7][CH:6]=1 |f:2.3,5.6,7.8|. Starting materials: [N+](=O)([O-])C=1C=C(C=CC1)N1C(C(=CC2=CC=CN=C12)C=C(C#N)C=1C=NC=CC1)=O (3-[1,2-dihydro-1-(3-nitrophenyl)-2-oxo-1,8-naphthyridin-3-yl]-2-(3-pyridyl)prop-2-enenitrile), Cl (hydrochloric acid). Reagents/catalysts: [Fe] (iron). Solvent: O (water), CO (methanol). Reaction conditions: temperature 50 celsius. Product: NC=1C=C(C=CC1)N1C(C(=CC2=CC=CN=C12)C=C(C#N)C=1C=NC=CC1)=O (3-[1-(3-aminophenyl)-1,2-dihydro-2-oxo-1,8-naphthyridin-3-yl]-2-(3-pyridyl)prop-2-enenitrile). The yield is 43.3%. RXN SMILES: [N+:1]([C:4]1[CH:5]=[C:6]([N:10]2[C:19]3[C:14](=[CH:15][CH:16]=[CH:17][N:18]=3)[CH:13]=[C:12]([CH:20]=[C:21]([C:24]3[CH:25]=[N:26][CH:27]=[CH:28][CH:29]=3)[C:22]#[N:23])[C:11]2=[O:30])[CH:7]=[CH:8][CH:9]=1)([O-])=O.Cl>CO.O.[Fe]>[NH2:1][C:4]1[CH:5]=[C:6]([N:10]2[C:19]3[C:14](=[CH:15][CH:16]=[CH:17][N:18]=3)[CH:13]=[C:12]([CH:20]=[C:21]([C:24]3[CH:25]=[N:26][CH:27]=[CH:28][CH:29]=3)[C:22]#[N:23])[C:11]2=[O:30])[CH:7]=[CH:8][CH:9]=1. Procedure details: 0.5 g of 3-[1,2-dihydro-1-(3-nitrophenyl)-2-oxo-1,8-naphthyridin-3-yl]-2-(3-pyridyl)prop-2-enenitrile, prepared in Example 111, is suspended in 15 ml of methanol and 10 ml of water, in the presence of 0.5 g of iron powder. The suspension is heated to about 50° C. and 0.5 ml of concentrated hydrochloric acid is added dropwise. The reaction mixture is refluxed for 45 minutes and then cooled to room temperature. The residual iron is removed and the filtrate is diluted with water, treated with 0.5 g... The reactants are CN([C@H]1CC[C@H](CC1)C(=O)O)C1=NC(=NC(=N1)NC)N1CCN(CC1)C (cis-4-{methyl[4-(methylamino)-6-(4-methyl-1-piperazinyl)-1,3,5-triazin-2-yl]amino}cyclohexanecarboxylic acid), ClC1=C(C=CC(=C1)Cl)CN ([(2,4-dichlorophenyl)methyl]amine), CCN=C=NCCCN(C)C.Cl (EDCl). Reagents/catalysts: CN(C)C=1C=CN=CC1 (DMAP). Solvent: CN(C)C=O.C(Cl)Cl (DMF DCM), C(Cl)Cl (DCM). Reaction conditions: temperature 0 celsius, time 0.5 hour. Product: ClC1=C(C=CC(=C1)Cl)CNC(=O)[C@@H]1CC[C@@H](CC1)N(C1=NC(=NC(=N1)NC)N1CCN(CC1)C)C (cis-N-[(2,4-dichlorophenyl)methyl]-4-{methyl[4-(methylamino)-6-(4-methyl-1-piperazinyl)-1,3,5-triazin-2-yl]amino}cyclohexanecarboxamide). Isolated yield 43.5%. As a reaction SMILES: [CH3:1][N:2]([C:12]1[N:17]=[C:16]([NH:18][CH3:19])[N:15]=[C:14]([N:20]2[CH2:25][CH2:24][N:23]([CH3:26])[CH2:22][CH2:21]2)[N:13]=1)[C@@H:3]1[CH2:8][CH2:7][C@H:6]([C:9](O)=[O:10])[CH2:5][CH2:4]1.[Cl:27][C:28]1[CH:33]=[C:32]([Cl:34])[CH:31]=[CH:30][C:29]=1[CH2:35][NH2:36].CCN=C=NCCCN(C)C.Cl>CN(C1C=CN=CC=1)C.CN(C=O)C.C(Cl)Cl.C(Cl)Cl>[Cl:27][C:28]1[CH:33]=[C:32]([Cl:34])[CH:31]=[CH:30][C:29]=1[CH2:35][NH:36][C:9]([C@H:6]1[CH2:7][CH2:8][C@@H:3]([N:2]([CH3:1])[C:12]2[N:17]=[C:16]([NH:18][CH3:19])[N:15]=[C:14]([N:20]3[CH2:25][CH2:24][N:23]([CH3:26])[CH2:22][CH2:21]3)[N:13]=2)[CH2:4][CH2:5]1)=[O:10] |f:2.3,5.6|. Procedure: A solution of cis-4-{methyl[4-(methylamino)-6-(4-methyl-1-piperazinyl)-1,3,5-triazin-2-yl]amino}cyclohexanecarboxylic acid (50 mg, 0.138 mmol), [(2,4-dichlorophenyl)methyl]amine (30 mg, 0.17 mmol), and DMAP (3.37 mg, 0.028 mmol) in DMF/DCM was cooled in an ice bath. EDCl (40 mg, 0.21 mmol) was added. The reaction mixture was stirred at 0° C. for 0.5 hour, and then at room temperature for 2 hours. The solution was diluted with DCM and then washed with a saturated NaCl solution. The organic layer ... The reactants are BrC1=C(C=C(O[Si](C)(C)C(C)(C)C)C=C1)C ((4-bromo-3-methylphenoxy)(tert-butyl)dimethylsilane), BrN1C(CCC1=O)=O (N-bromosuccinimide), N(=NC(C#N)(C)C)C(C#N)(C)C (2,2′-azobis(isobutyronitrile)). The solvent is C(C)(=O)OCC (ethyl acetate). Product: BrC1=C(C=C(O[Si](C)(C)C(C)(C)C)C=C1)CBr ((4-bromo-3-(bromomethyl)phenoxy)(tert-butyl)dimethylsilane). Yield: 30.1%. Reaction SMILES: [Br:1][C:2]1[CH:15]=[CH:14][C:5]([O:6][Si:7]([C:10]([CH3:13])([CH3:12])[CH3:11])([CH3:9])[CH3:8])=[CH:4][C:3]=1[CH3:16].[Br:17]N1C(=O)CCC1=O.N(C(C)(C)C#N)=NC(C)(C)C#N>C(OCC)(=O)C>[Br:1][C:2]1[CH:15]=[CH:14][C:5]([O:6][Si:7]([C:10]([CH3:11])([CH3:12])[CH3:13])([CH3:8])[CH3:9])=[CH:4][C:3]=1[CH2:16][Br:17]. Procedure: To a solution of (4-bromo-3-methylphenoxy)(tert-butyl)dimethylsilane (6.97 g) and N-bromosuccinimide (6.21 g) in ethyl acetate (100 mL) was added 2,2′-azobis(isobutyronitrile) (383 mg), and the mixture was refluxed for 17 hr. The mixture was washed with saturated aqueous sodium hydrogen carbonate solution and saturated brine, and dried over anhydrous sodium sulfate. The solvent was evaporated under reduced pressure and the residue was purified by silica gel column chromatography (ethyl acetate/h... Starting materials: C(C)(=O)C=1C=NC2=CC=C(N=C2C1NC=1C=CC(=NC1)N1C[C@H](CCC1)NC(OC(C)(C)C)=O)C1=CC(=C(C(=C1)Cl)O)Cl ((S)-tert-butyl [1-(5-{[3-acetyl-6-(3,5-dichloro-4-hydroxy-phenyl)-1,5-naphthyridin-4-yl]amino}pyridin-2-yl)piperidin-3-yl]carbamate), C(=O)(C(F)(F)F)O (TFA), trihydrochloride. The product is Cl.Cl.Cl.N[C@@H]1CN(CCC1)C1=CC=C(C=N1)NC1=C(C=NC2=CC=C(N=C12)C1=CC(=C(C(=C1)Cl)O)Cl)C(C)=O ((S)-1-(4-{[6-(3-Aminopiperidin-1-yl)pyridin-3-yl]amino}-6-(3,5-dichloro-4-hydroxyphenyl)-1,5-naphthyridin-3-yl)ethanone trihydrochloride). The yield is 134.8%. Reaction SMILES: [C:1]([C:4]1[CH:5]=[N:6][C:7]2[C:12]([C:13]=1[NH:14][C:15]1[CH:16]=[CH:17][C:18]([N:21]3[CH2:26][CH2:25][CH2:24][C@H:23]([NH:27]C(=O)OC(C)(C)C)[CH2:22]3)=[N:19][CH:20]=1)=[N:11][C:10]([C:35]1[CH:40]=[C:39]([Cl:41])[C:38]([OH:42])=[C:37]([Cl:43])[CH:36]=1)=[CH:9][CH:8]=2)(=[O:3])[CH3:2].C(O)(C(F)(F)F)=O>>[ClH:41].[ClH:41].[ClH:41].[NH2:27][C@H:23]1[CH2:24][CH2:25][CH2:26][N:21]([C:18]2[N:19]=[CH:20][C:15]([NH:14][C:13]3[C:12]4[C:7](=[CH:8][CH:9]=[C:10]([C:35]5[CH:36]=[C:37]([Cl:43])[C:38]([OH:42])=[C:39]([Cl:41])[CH:40]=5)[N:11]=4)[N:6]=[CH:5][C:4]=3[C:1](=[O:3])[CH3:2])=[CH:16][CH:17]=2)[CH2:22]1 |f:2.3.4.5|. Procedure details: Following general procedure IV-2, (S)-tert-butyl [1-(5-{[3-acetyl-6-(3,5-dichloro-4-hydroxy-phenyl)-1,5-naphthyridin-4-yl]amino}pyridin-2-yl)piperidin-3-yl]carbamate (0.197 mmol) was reacted with TFA (2 mL) followed by formation of the trihydrochloride salt to afford the desired product (42 mg, 33% over two steps) as a yellow solid: 1H NMR (500 MHz, CD3OD) δ 9.39 (s, 1H), 8.49 (d, J=9.0 Hz, 1H), 8.41 (d, J=9.0 Hz, 1H), 8.25 (d, J=2.6 Hz, 1H), 7.92 (dd, J=9.5, 2.6 Hz, 1H), 7.57 (s, 2H), 7.27 (d, ...